This data is from the Open Reaction Database (ORD), a public repository of structured organic reaction records. The task is: describe an organic reaction: reactants, conditions, products, and yield Run in CC(=O)O (HOAc). Reaction conditions: temperature 85 celsius, time 1 hour. RXN SMILES: [CH3:1][C:2]1[CH:3]([CH2:9][CH2:10][CH3:11])[CH2:4][C:5](=[O:8])[NH:6][N:7]=1.BrBr>CC(O)=O>[CH3:1][C:2]1[C:3]([CH2:9][CH2:10][CH3:11])=[CH:4][C:5](=[O:8])[NH:6][N:7]=1. Procedure details: To a solution of 6-methyl-5-propyl-4,5-dihydropyridazin-3-one (16.7 g, 108 mmol) in HOAc (200 ml) heated to 85° C., is added Br2 (5.5 ml, 108 mmol) dropwise. After the addition, the mixture is stirred at 85° C. for 1 hour. The solvent is removed in vacuo and the residue is dissolved in EtOAc (250 ml) and washed with NaHCO3 (200 ml) followed by Na2S2O3 saturated solution (50 ml) and brine (200 ml). The organic phase is dried (Na2SO4) and evaporated. The resulting yellow solid is used in next step... The product is CC=1C(=CC(NN1)=O)CCC (6-Methyl-5-propyl-pyridazin-3-one). Reactants: CC=1C(CC(NN1)=O)CCC (6-methyl-5-propyl-4,5-dihydropyridazin-3-one), BrBr (Br2). The reactants are CC1OCC(O)C(CN(CCOc2ccc(CCCCNC(=O)OCc3ccccc3)cc2)CC2OC(C)OCC2O)O1, CO. Product: CC1OCC(O)C(CN(CCOc2ccc(CCCCN)cc2)CC2OC(C)OCC2O)O1. RXN SMILES: [CH2:1]([O:2][C:3](=[O:4])[NH:10][CH2:11][CH2:12][CH2:13][CH2:14][c:15]1[cH:16][cH:17][c:18]([O:21][CH2:22][CH2:23][N:24]([CH2:25][CH:26]2[O:27][CH:28]([CH3:33])[O:29][CH2:30][CH:31]2[OH:32])[CH2:34][CH:35]2[O:36][CH:37]([CH3:42])[O:38][CH2:39][CH:40]2[OH:41])[cH:19][cH:20]1)[c:5]1[cH:6][cH:7][cH:8][cH:9][cH:43]1.[CH3:44][OH:45]>>[NH2:10][CH2:11][CH2:12][CH2:13][CH2:14][c:15]1[cH:16][cH:17][c:18]([O:21][CH2:22][CH2:23][N:24]([CH2:25][CH:26]2[O:27][CH:28]([CH3:33])[O:29][CH2:30][CH:31]2[OH:32])[CH2:34][CH:35]2[O:36][CH:37]([CH3:42])[O:38][CH2:39][CH:40]2[OH:41])[cH:19][cH:20]1. The reactants are C/C(/C=C/O)=C\C=C\C(=C\CC1=C(C(=C(C=C1C)OC(F)(F)F)C)C)\C ((2E,4E,6E,8E)-3,7-dimethyl-9-[2,3,6-trimethyl-4-(trifluoromethoxy)phenyl]-nonatetraen-1-ol). Reagents/catalysts: [O-2].[O-2].[Mn+4] (manganese dioxide). The solvent is C(Cl)Cl (methylene chloride), C(Cl)Cl (methylene chloride). Product: C\C(=C/C=O)\C=C\C=C(\C=C\C1=C(C(=C(C=C1C)OC(F)(F)F)C)C)/C ((2E,4E,6E,8E)-3,7-dimethyl-9-[2,3,6-trimethyl-4-(trifluoromethoxy)phenyl]-nonatetraen-1-al). Reaction SMILES: [CH3:1]/[C:2](=[CH:6]\[CH:7]=[CH:8]\[C:9](\[CH3:26])=[CH:10]\[CH2:11][C:12]1[C:17]([CH3:18])=[CH:16][C:15]([O:19][C:20]([F:23])([F:22])[F:21])=[C:14]([CH3:24])[C:13]=1[CH3:25])/[CH:3]=[CH:4]/[OH:5]>[O-2].[O-2].[Mn+4].C(Cl)Cl>[CH3:1]/[C:2](/[CH:6]=[CH:7]/[CH:8]=[C:9](\[CH3:26])/[CH:10]=[CH:11]/[C:12]1[C:17]([CH3:18])=[CH:16][C:15]([O:19][C:20]([F:21])([F:23])[F:22])=[C:14]([CH3:24])[C:13]=1[CH3:25])=[CH:3]\[CH:4]=[O:5] |f:1.2.3|. Procedure: (2E,4E,6E,8E)-3,7-dimethyl-9-[2,3,6-trimethyl-4-(trifluoromethoxy)phenyl]-nonatetraen-1-ol (0.6 mmol) could be dissolved in 20 ml. of methylene chloride and added to a suspension of 1.1 g. of activated manganese dioxide in 40 ml. of methylene chloride. After filtration, the filtrate is concentrated to afford (2E,4E,6E,8E)-3,7-dimethyl-9-[2,3,6-trimethyl-4-(trifluoromethoxy)phenyl]-nonatetraen-1-al which is purified by crystallization or chromatography in a conventional manner. The reactants are CC(C)(C)OC(=O)N1CCC(O)CC1, C1CCOC1, CC(C)(C)[O-], Cc1c(Cl)ncnc1Cl, [K+]. Product: Cc1c(Cl)ncnc1OC1CCN(C(=O)OC(C)(C)C)CC1. RXN SMILES: [C:10]([CH3:11])([CH3:12])([CH3:13])[O:14][C:15](=[O:16])[N:17]1[CH2:18][CH2:19][CH:20]([OH:23])[CH2:21][CH2:22]1.[CH2:30]1[O:31][CH2:32][CH2:33][CH2:34]1.[CH3:24][C:25]([CH3:26])([O-:27])[CH3:28].[Cl:1][c:2]1[n:3][cH:4][n:5][c:6]([Cl:9])[c:7]1[CH3:8].[K+:29]>>[c:2]1([O:23][CH:20]2[CH2:19][CH2:18][N:17]([C:15]([O:14][C:10]([CH3:11])([CH3:12])[CH3:13])=[O:16])[CH2:22][CH2:21]2)[n:3][cH:4][n:5][c:6]([Cl:9])[c:7]1[CH3:8]. The reactants are C([O-])([O-])=O.[Na+].[Na+] (sodium carbonate), IC1=CN(C2=NC=C(C=C21)C=2C=CC(=NC2)N2CCN(CC2)C(=O)OC(C)(C)C)S(=O)(=O)C2=CC=C(C)C=C2 (tert-butyl 4-(5-(3-iodo-1-tosyl-1H-pyrrolo[2,3-b]pyridin-5-yl)pyridin-2-yl)piperazine-1-carboxylate), C(C1=CC=CC=C1)OC=1C=C(CN2N=CC(=C2)B2OC(C(O2)(C)C)(C)C)C=CC1 (1-(3-(benzyloxy)benzyl)-4-(4,4,5,5-tetramethyl-1,3,2-dioxaborolan-2-yl)-1H-pyrazole), IC1=CN(C2=NC=C(C=C21)C=2C=CC(=NC2)N2CCN(CC2)C(=O)OC(C)(C)C)S(=O)(=O)C2=CC=C(C)C=C2 (tert-butyl 4-(5-(3-iodo-1-tosyl-1H-pyrrolo[2,3-b]pyridin-5-yl)pyridin-2-yl)piperazine-1-carboxylate), C(C1=CC=CC=C1)OC=1C=C(CN2N=CC(=C2)B2OC(C(O2)(C)C)(C)C)C=CC1 (1-(3-(benzyloxy)benzyl)-4-(4,4,5,5-tetramethyl-1,3,2-dioxaborolan-2-yl)-1H-pyrazole). The reagents and catalysts are C1=CC=C(C=C1)P([C-]2C=CC=C2)C3=CC=CC=C3.C1=CC=C(C=C1)P([C-]2C=CC=C2)C3=CC=CC=C3.Cl[Pd]Cl.[Fe+2] (Pd(dppf)Cl2). Solvent: C1(=CC=CC=C1)C.C(C)O.O (toluene ethanol water). Product: C(C1=CC=CC=C1)OC=1C=C(CN2N=CC(=C2)C2=CN(C3=NC=C(C=C32)C=3C=CC(=NC3)N3CCN(CC3)C(=O)OC(C)(C)C)S(=O)(=O)C3=CC=C(C)C=C3)C=CC1 (tert-butyl 4-(5-(3-(1-(3-(benzyloxy)benzyl)-1H-pyrazol-4-yl)-1-tosyl-1H-pyrrolo[2,3-b]pyridin-5-yl)pyridin-2-yl)piperazine-1-carboxylate). The yield is 69.2%. As a reaction SMILES: I[C:2]1[C:10]2[C:5](=[N:6][CH:7]=[C:8]([C:11]3[CH:12]=[CH:13][C:14]([N:17]4[CH2:22][CH2:21][N:20]([C:23]([O:25][C:26]([CH3:29])([CH3:28])[CH3:27])=[O:24])[CH2:19][CH2:18]4)=[N:15][CH:16]=3)[CH:9]=2)[N:4]([S:30]([C:33]2[CH:39]=[CH:38][C:36]([CH3:37])=[CH:35][CH:34]=2)(=[O:32])=[O:31])[CH:3]=1.[CH2:40]([O:47][C:48]1[CH:49]=[C:50]([CH:66]=[CH:67][CH:68]=1)[CH2:51][N:52]1[CH:56]=[C:55](B2OC(C)(C)C(C)(C)O2)[CH:54]=[N:53]1)[C:41]1[CH:46]=[CH:45][CH:44]=[CH:43][CH:42]=1.C(=O)([O-])[O-].[Na+].[Na+]>C1(C)C=CC=CC=1.C(O)C.O.C1C=CC(P(C2C=CC=CC=2)[C-]2C=CC=C2)=CC=1.C1C=CC(P(C2C=CC=CC=2)[C-]2C=CC=C2)=CC=1.Cl[Pd]Cl.[Fe+2]>[CH2:40]([O:47][C:48]1[CH:49]=[C:50]([CH:66]=[CH:67][CH:68]=1)[CH2:51][N:52]1[CH:56]=[C:55]([C:2]2[C:10]3[C:5](=[N:6][CH:7]=[C:8]([C:11]4[CH:12]=[CH:13][C:14]([N:17]5[CH2:22][CH2:21][N:20]([C:23]([O:25][C:26]([CH3:29])([CH3:28])[CH3:27])=[O:24])[CH2:19][CH2:18]5)=[N:15][CH:16]=4)[CH:9]=3)[N:4]([S:30]([C:33]3[CH:39]=[CH:38][C:36]([CH3:37])=[CH:35][CH:34]=3)(=[O:32])=[O:31])[CH:3]=2)[CH:54]=[N:53]1)[C:41]1[CH:42]=[CH:43][CH:44]=[CH:45][CH:46]=1 |f:2.3.4,5.6.7,8.9.10.11|. Procedure: Using similar reaction conditions as described in step-i of example-1, tert-butyl 4-(5-(3-iodo-1-tosyl-1H-pyrrolo[2,3-b]pyridin-5-yl)pyridin-2-yl)piperazine-1-carboxylate (Intermediate 66K) (300 mg, 0.454 mmol) was coupled with 1-(3-(benzyloxy)benzyl)-4-(4,4,5,5-tetramethyl-1,3,2-dioxaborolan-2-yl)-1H-pyrazole (intermediate 64E) (195 mg, 0.500 mmol) using sodium carbonate (145 mg, 1.364 mmol) and Pd(dppf)Cl2 (17 mg, 0.022 mmol) in toluene/ethanol/water (3/3/2 mL) to afford 250 mg (69% yield) of ... Starting materials: C(#N)C1=CC2CCC(C1)N2CC(F)(F)F (3-Cyano-8-(2,2,2-trifluoroethyl)-8-azabicyclo[3.2.1]oct-2-ene), P(=O)(O)(O)[O-].[K+] (potassium dihydrogen phosphate), CO (methanol), [BH4-].[Na+] (Sodium borohydride). Solvent: N1=CC=CC=C1 (pyridine). Reaction conditions: temperature 80 celsius. Product: C(#N)C1CC2CCC(C1)N2CC(F)(F)F (3-cyano-8-(2,2,2-trifluoroethyl)-8-azabicyclo[3.2.1]octane). The yield is 100.8%. RXN SMILES: [C:1]([C:3]1[CH2:9][CH:8]2[N:10]([CH2:11][C:12]([F:15])([F:14])[F:13])[CH:5]([CH2:6][CH2:7]2)[CH:4]=1)#[N:2].CO.[BH4-].[Na+].P([O-])(O)(O)=O.[K+]>N1C=CC=CC=1>[C:1]([CH:3]1[CH2:4][CH:5]2[N:10]([CH2:11][C:12]([F:15])([F:14])[F:13])[CH:8]([CH2:7][CH2:6]2)[CH2:9]1)#[N:2] |f:2.3,4.5|. Procedure details: An oven-dried 10 ml round bottom flask was fitted with a reflux condenser and magnetic stirrer and the apparatus filled with a nitrogen atmosphere. 3-Cyano-8-(2,2,2-trifluoroethyl)-8-azabicyclo[3.2.1]oct-2-ene (0.216 g, 1 mmol) was charged to the flask followed by methanol (0.5 ml) and pyridine (1.5 ml) to give a solution. Sodium borohydride (0.046 g, 1.2 mmol) was added in a single portion and the mixture was heated to 80° C. The reaction was held at this temperature overnight, refluxed for 3 h...